Dataset: the Open Reaction Database (ORD), a public repository of structured organic reaction records. Task: describe an organic reaction: reactants, conditions, products, and yield The reactants are C1N2CN3CN1CN(C2)C3, CC(=O)O, Cc1ccccc1, O, Cc1cc(O)c2c(c1C)C(C)(C)CCC2(C)C. The product is Cc1c(C)c2c(c(O)c1C=O)C(C)(C)CCC2(C)C. Reaction SMILES: [CH2:22]1[N:23]2[CH2:24][N:25]3[CH2:26][N:27]([CH2:28]2)[CH2:29][N:30]1[CH2:31]3.[CH3:18][C:19]([OH:20])=[O:21].[CH3:33][c:34]1[cH:35][cH:36][cH:37][cH:38][cH:39]1.[OH2:32].[OH:1][c:2]1[cH:3][c:4]([CH3:17])[c:5]([CH3:16])[c:6]2[c:11]1[C:10]([CH3:12])([CH3:13])[CH2:9][CH2:8][C:7]2([CH3:14])[CH3:15]>>[OH:1][c:2]1[c:3]([CH:19]=[O:20])[c:4]([CH3:17])[c:5]([CH3:16])[c:6]2[c:11]1[C:10]([CH3:12])([CH3:13])[CH2:9][CH2:8][C:7]2([CH3:14])[CH3:15]. The reactants are O=C(c1c[nH]c2cc(Cl)ccc12)N1CCC2(CC1)OCc1ccccc12, CS(=O)(=O)OCc1cnccn1. Product: O=C(c1cn(Cc2cnccn2)c2cc(Cl)ccc12)N1CCC2(CC1)OCc1ccccc12. RXN SMILES: [Cl:1][c:2]1[cH:3][cH:4][c:5]2[c:6]([C:11](=[O:12])[N:13]3[CH2:14][CH2:15][C:16]4([O:17][CH2:18][c:19]5[c:20]4[cH:21][cH:22][cH:23][cH:24]5)[CH2:25][CH2:26]3)[cH:7][nH:8][c:9]2[cH:10]1.[n:27]1[c:28]([CH2:33][O:34][S:35]([CH3:36])(=[O:37])=[O:38])[cH:29][n:30][cH:31][cH:32]1>>[Cl:1][c:2]1[cH:3][cH:4][c:5]2[c:6]([C:11](=[O:12])[N:13]3[CH2:14][CH2:15][C:16]4([O:17][CH2:18][c:19]5[c:20]4[cH:21][cH:22][cH:23][cH:24]5)[CH2:25][CH2:26]3)[cH:7][n:8]([CH2:33][c:28]3[n:27][cH:32][cH:31][n:30][cH:29]3)[c:9]2[cH:10]1. Procedure details: With the procedure of Example 1, the reaction of benzylamine with 4-chloro-2-(pyridin-4-yl)-6-nitro-thieno-[2,3-d]-pyrimidine yields 2-(pyridin-4-yl)-4-benzylamino-6-nitro-thieno-[2,3-d]-pyrimidine. Starting materials: C(C1=CC=CC=C1)N (benzylamine), ClC=1C2=C(N=C(N1)C1=CC=NC=C1)SC(=C2)[N+](=O)[O-] (4-chloro-2-(pyridin-4-yl)-6-nitro-thieno-[2,3-d]-pyrimidine). Product: N1=CC=C(C=C1)C=1N=C(C2=C(N1)SC(=C2)[N+](=O)[O-])NCC2=CC=CC=C2 (2-(pyridin-4-yl)-4-benzylamino-6-nitro-thieno-[2,3-d]-pyrimidine). Reaction SMILES: [CH2:1]([NH2:8])[C:2]1[CH:7]=[CH:6][CH:5]=[CH:4][CH:3]=1.Cl[C:10]1[C:11]2[CH:24]=[C:23]([N+:25]([O-:27])=[O:26])[S:22][C:12]=2[N:13]=[C:14]([C:16]2[CH:21]=[CH:20][N:19]=[CH:18][CH:17]=2)[N:15]=1>>[N:19]1[CH:18]=[CH:17][C:16]([C:14]2[N:15]=[C:10]([NH:8][CH2:1][C:2]3[CH:7]=[CH:6][CH:5]=[CH:4][CH:3]=3)[C:11]3[CH:24]=[C:23]([N+:25]([O-:27])=[O:26])[S:22][C:12]=3[N:13]=2)=[CH:21][CH:20]=1. Reactants: COCCOc1ccc(N(C(=O)OC(C)(C)C)c2c(CCO[Si](C)(C)C(C)(C)C)c(NC3CCCN(C(=O)OC(C)(C)C)C3)nc3ccnn23)cc1, CCCC[N+](CCCC)(CCCC)CCCC, [Cl-], [F-], [NH4+], C1CCOC1. Product: COCCOc1ccc(N(C(=O)OC(C)(C)C)c2c(CCO)c(NC3CCCN(C(=O)OC(C)(C)C)C3)nc3ccnn23)cc1. Reaction SMILES: [C:1]([CH3:2])([CH3:3])([CH3:4])[O:5][C:6](=[O:7])[N:8]([c:9]1[c:10]([CH2:32][CH2:33][O:34][Si:35]([C:36]([CH3:37])([CH3:38])[CH3:39])([CH3:40])[CH3:41])[c:11]([NH:18][CH:19]2[CH2:20][N:21]([C:25](=[O:26])[O:27][C:28]([CH3:29])([CH3:30])[CH3:31])[CH2:22][CH2:23][CH2:24]2)[n:12][c:13]2[n:14]1[n:15][cH:16][cH:17]2)[c:42]1[cH:43][cH:44][c:45]([O:48][CH2:49][CH2:50][O:51][CH3:52])[cH:46][cH:47]1.[CH3:54][CH2:55][CH2:56][CH2:57][N+:58]([CH2:59][CH2:60][CH2:61][CH3:62])([CH2:63][CH2:64][CH2:65][CH3:66])[CH2:67][CH2:68][CH2:69][CH3:70].[Cl-:71].[F-:53].[NH4+:72].[O:73]1[CH2:74][CH2:75][CH2:76][CH2:77]1>>[C:1]([CH3:2])([CH3:3])([CH3:4])[O:5][C:6](=[O:7])[N:8]([c:9]1[c:10]([CH2:32][CH2:33][OH:34])[c:11]([NH:18][CH:19]2[CH2:20][N:21]([C:25](=[O:26])[O:27][C:28]([CH3:29])([CH3:30])[CH3:31])[CH2:22][CH2:23][CH2:24]2)[n:12][c:13]2[n:14]1[n:15][cH:16][cH:17]2)[c:42]1[cH:43][cH:44][c:45]([O:48][CH2:49][CH2:50][O:51][CH3:52])[cH:46][cH:47]1.